Dataset: the Open Reaction Database (ORD), a public repository of structured organic reaction records. Task: describe an organic reaction: reactants, conditions, products, and yield Reactants: BrBr (bromine), CC(C(=O)C1=CC=C(C=C1)SC)C (2-methyl-1-[4-(methylthio)phenyl]-propan-1-one), Br (HBr). Run in C(Cl)(Cl)(Cl)Cl (carbon tetrachloride), C(Cl)(Cl)(Cl)Cl (carbon tetrachloride). Product: BrC(C(=O)C1=CC=C(C=C1)SC)(C)C (2-Bromo-2-methyl-1-[4-(methylthio)-phenyl]-propan-1-one). RXN SMILES: [CH3:1][CH:2]([CH3:13])[C:3]([C:5]1[CH:10]=[CH:9][C:8]([S:11][CH3:12])=[CH:7][CH:6]=1)=[O:4].[Br:14]Br.Br>C(Cl)(Cl)(Cl)Cl>[Br:14][C:2]([CH3:13])([CH3:1])[C:3]([C:5]1[CH:6]=[CH:7][C:8]([S:11][CH3:12])=[CH:9][CH:10]=1)=[O:4]. Procedure details: 369.2 g (1.9 mols) of 2-methyl-1-[4-(methylthio)phenyl]-propan-1-one are dissolved in 400 ml of carbon tetrachloride. 303.7 g (1.9 mols) of bromine, diluted with 270 ml of carbon tetrachloride, are added dropwise slowly to this solution, with cooling, at room temperature. The dissolved HBr gas is then driven off by blowing with nitrogen. The solution is concentrated and is then reacted further as described below. Reactants: [N+](=O)([O-])C1=C(C(=CC(=C1C)[N+](=O)[O-])C)C(=O)[O-] (3,5-dinitro-p-methyltoluate), C(C1=CC=C(C=C1)OC)=O (p-anisaldehyde), C(C)(=O)OCC (ethyl acetate), N1CCCCC1 (Piperidine). The product is [N+](=O)([O-])C1=C(C(=CC(=C1)C(=O)OC)[N+](=O)[O-])C=CC1=CC=C(C=C1)OC (2,6-Dinitro-4-Carbomethoxy-4'-Methoxystilbene). Reaction SMILES: [N+:1]([C:4]1[C:9]([CH3:10])=[C:8]([N+:11]([O-:13])=[O:12])[CH:7]=C(C)[C:5]=1C([O-])=O)([O-:3])=[O:2].[CH:18](=O)[C:19]1[CH:24]=[CH:23][C:22]([O:25][CH3:26])=[CH:21][CH:20]=1.N1CCCCC1.[C:34]([O:37][CH2:38]C)(=[O:36])[CH3:35]>>[N+:1]([C:4]1[CH:5]=[C:35]([C:34]([O:37][CH3:38])=[O:36])[CH:7]=[C:8]([N+:11]([O-:13])=[O:12])[C:9]=1[CH:10]=[CH:18][C:19]1[CH:24]=[CH:23][C:22]([O:25][CH3:26])=[CH:21][CH:20]=1)([O-:3])=[O:2]. Procedure: A mixture of 3,5-dinitro-p-methyltoluate (120.08 grams) from Example 1, p-anisaldehyde (68.08 grams), activated basic alumina oxide (150 mesh, 58 angstrom, 70.00 grams), and ethyl acetate (150.0 grams) was heated to reflux. Piperidine (15.3 grams) was added dropwise over 5 hours and the reaction held at reflux for another 6.5 hours. Upon cooling, a yellow crystalline product precipitated and was isolated by filtration. The crude product was recrystallized one time from concentrated ethyl acetate...